Dataset: the Open Reaction Database (ORD), a public repository of structured organic reaction records. Task: describe an organic reaction: reactants, conditions, products, and yield Starting materials: CCCCCCCN, CCOC(=O)C(=Cc1ccc(-c2cccc(N(C)C(=O)Oc3ccc([N+](=O)[O-])cc3)c2)nc1)OCC, CCOC(C)=O, CN(C)C=O, O. Yields the product CCCCCCCNC(=O)N(C)c1cccc(-c2ccc(C=C(OCC)C(=O)OCC)cn2)c1. RXN SMILES: [CH2:1]([CH2:2][CH2:3][CH2:4][CH2:5][CH2:6][CH3:7])[NH2:8].[CH2:9]([CH3:10])[O:11][C:12]([C:13](=[O:14])[O:15][CH2:16][CH3:17])=[CH:18][c:19]1[cH:20][n:21][c:22](-[c:25]2[cH:26][c:27]([N:31]([C:32]([O:34][c:33]3[cH:35][cH:36][c:37]([N+:38]([O-:39])=[O:40])[cH:41][cH:42]3)=[O:43])[CH3:44])[cH:28][cH:29][cH:30]2)[cH:23][cH:24]1.[CH3:46][CH2:47][O:48][C:49](=[O:50])[CH3:51].[CH3:52][N:53]([CH3:54])[CH:55]=[O:56].[OH2:45]>>[CH2:1]([CH2:2][CH2:3][CH2:4][CH2:5][CH2:6][CH3:7])[NH:8][C:32]([N:31]([c:27]1[cH:26][c:25](-[c:22]2[n:21][cH:20][c:19]([CH:18]=[C:12]([O:11][CH2:9][CH3:10])[C:13](=[O:14])[O:15][CH2:16][CH3:17])[cH:24][cH:23]2)[cH:30][cH:29][cH:28]1)[CH3:44])=[O:34]. Reactants: CO, OC(CCCl)c1ccccc1, c1cnc2cc[nH]c2c1. The product is ClCCC(c1ccccc1)n1ccc2ncccc21. RXN SMILES: [CH3:21][OH:22].[Cl:10][CH2:11][CH2:12][CH:13]([OH:14])[c:15]1[cH:16][cH:17][cH:18][cH:19][cH:20]1.[nH:1]1[cH:2][cH:3][c:4]2[n:5][cH:6][cH:7][cH:8][c:9]12>>[n:1]1([CH:13]([CH2:12][CH2:11][Cl:10])[c:15]2[cH:16][cH:17][cH:18][cH:19][cH:20]2)[cH:2][cH:3][c:4]2[n:5][cH:6][cH:7][cH:8][c:9]12. The reactants are O1CCCC1 (tetrahydrofuran), [OH-].[Li+] (lithium hydroxide), C(C)(=O)OC1=C(C=C(C=C2SC3=C(NC2=O)C=CC=C3)C=C1)C(C)(C)C (2-(4-acetoxy-3-tert.-butylbenzylidene)-3,4-dihydro-3-oxo-2H-1,4-benzothiazine), Cl (hydrochloric acid). The solvent is CO (methanol), O (water). Reaction conditions: time 10 minute. The product is C(C)(C)(C)C=1C=C(C=C2SC3=C(NC2=O)C=CC=C3)C=CC1O (2-(3-tert.-butyl-4-hydroxybenzylidene)-3,4-dihydro-3-oxo-2H-1,4-benzothiazine). Isolated yield 91.0%. Reaction SMILES: C([O:4][C:5]1[CH:22]=[CH:21][C:8]([CH:9]=[C:10]2[C:15](=[O:16])[NH:14][C:13]3[CH:17]=[CH:18][CH:19]=[CH:20][C:12]=3[S:11]2)=[CH:7][C:6]=1[C:23]([CH3:26])([CH3:25])[CH3:24])(=O)C.O1CCCC1.[OH-].[Li+].Cl>O.CO>[C:23]([C:6]1[CH:7]=[C:8]([CH:21]=[CH:22][C:5]=1[OH:4])[CH:9]=[C:10]1[C:15](=[O:16])[NH:14][C:13]2[CH:17]=[CH:18][CH:19]=[CH:20][C:12]=2[S:11]1)([CH3:26])([CH3:24])[CH3:25] |f:2.3|. Procedure: To a solution of 2-(4-acetoxy-3-tert.-butylbenzylidene)-3,4-dihydro-3-oxo-2H-1,4-benzothiazine (Reference compound No. 1-2, 0.31 g) in the mixture of tetrahydrofuran (12 ml) and methanol (3 ml), lithium hydroxide (0.18 g) dissolved in water (8 ml) was added dropwise under ice cooling. After the addition, the mixture was stirred for additional 10 minutes. The reaction mixture was poured into 1N hydrochloric acid and the whole was extracted with ethyl acetate. The organic layer was washed with sat... The reactants are C(C)C1=C(OCCN)C(=CC(=C1)C1=NOC(=N1)C1=NC=C(C(=C1)C)CC(C)C)C (2-{2-Ethyl-4-[5-(5-isobutyl-4-methyl-pyridin-2-yl)-[1,2,4]oxadiazol-3-yl]-6-methyl-phenoxy}-ethylamine), [K+].C(C)S(=O)(=O)[NH-] (ethanesulfonamide potassium salt). Solvent: CN(C)C=O (DMF). Product: C(C)C1=C(OCCNS(=O)(=O)CC)C(=CC(=C1)C1=NOC(=N1)C1=NC=C(C(=C1)C)CC(C)C)C (Ethanesulfonic acid (2-{2-ethyl-4-[5-(5-isobutyl-4-methyl-pyridin-2-yl)-[1,2,4]oxadiazol-3-yl]-6-methyl-phenoxy}-ethyl)-amide). Yield: 19.4%. As a reaction SMILES: [CH2:1]([C:3]1[CH:12]=[C:11]([C:13]2[N:17]=[C:16]([C:18]3[CH:23]=[C:22]([CH3:24])[C:21]([CH2:25][CH:26]([CH3:28])[CH3:27])=[CH:20][N:19]=3)[O:15][N:14]=2)[CH:10]=[C:9]([CH3:29])[C:4]=1[O:5][CH2:6][CH2:7][NH2:8])[CH3:2].[K+].[CH2:31]([S:33]([NH-])(=[O:35])=[O:34])[CH3:32]>CN(C=O)C>[CH2:1]([C:3]1[CH:12]=[C:11]([C:13]2[N:17]=[C:16]([C:18]3[CH:23]=[C:22]([CH3:24])[C:21]([CH2:25][CH:26]([CH3:28])[CH3:27])=[CH:20][N:19]=3)[O:15][N:14]=2)[CH:10]=[C:9]([CH3:29])[C:4]=1[O:5][CH2:6][CH2:7][NH:8][S:33]([CH2:31][CH3:32])(=[O:35])=[O:34])[CH3:2] |f:1.2|. Reported procedure: A solution of the methanesulfonic acid ester intermediate of Example 48 (25 mg, 53 μmol) and ethanesulfonamide potassium salt (16 mg, 106 μmol) in DMF (2 mL) is stirred at 60° C. for 18 h. The mixture is concentrated and separated by prep. HPLC to give the title compound (5 mg) as a colourless oil; LC-MS: tR=1.14 min, [M+H]+=487.14. Starting materials: C(C(=O)Cl)(=O)Cl (Oxalyl chloride), ClC1=NC=C(C2=CC=C(C=C12)C(=O)O)Cl (1,4-dichloro-7-isoquinolinecarboxylic acid). The reagents and catalysts are CN(C)C=O (DMF). Solvent: C(Cl)Cl (CH2Cl2). The product is ClC1=NC=C(C2=CC=C(C=C12)C(=O)Cl)Cl (1,4-dichloro-7-isoquinolinecarbonyl chloride). As a reaction SMILES: [C:1](Cl)(=O)[C:2]([Cl:4])=[O:3].[Cl:7][C:8]1[C:17]2[C:12](=[CH:13][CH:14]=C(C(O)=O)[CH:16]=2)[C:11]([Cl:21])=[CH:10][N:9]=1>C(Cl)Cl.CN(C=O)C>[Cl:7][C:8]1[C:17]2[C:12](=[CH:13][CH:14]=[C:1]([C:2]([Cl:4])=[O:3])[CH:16]=2)[C:11]([Cl:21])=[CH:10][N:9]=1. Reported procedure: Anal. Found: C, 49.59; H, 2.08; N, 5.74. Calc for C10H5Cl2NO2 : C, 49.62; H, 2.08; N, 5.78. ##STR170## Oxalyl chloride (144 μL, 1.65 mmol) was added to a suspension of 1,4-dichloro-7-isoquinolinecarboxylic acid (200 mg, 0.83 mmol) at room temperature in CH2Cl2 (10 mL), followed by DMF (1 drop). After 30 min the resultant clear solution was evaporated in vacuo to afford 1,4-dichloro-7-isoquinolinecarbonyl chloride which was used without further purification. The reactants are Cl.O[C@H]1CNCCC1 ((3R)-3-hydroxypiperidine hydrochloride), BrCC1=CC(=NC=C1)F (4-(bromomethyl)-2-fluoropyridine), C([O-])([O-])=O.[K+].[K+] (potassium carbonate). The solvent is C(C)#N (acetonitrile). Yields the product FC1=NC=CC(=C1)CN1C[C@@H](CCC1)O ((3R)-1-[(2-fluoro-4-pyridinyl)methyl]-3-piperidinol). The yield is 88.8%. Reaction SMILES: Cl.[OH:2][C@@H:3]1[CH2:8][CH2:7][CH2:6][NH:5][CH2:4]1.Br[CH2:10][C:11]1[CH:16]=[CH:15][N:14]=[C:13]([F:17])[CH:12]=1.C(=O)([O-])[O-].[K+].[K+]>C(#N)C>[F:17][C:13]1[CH:12]=[C:11]([CH2:10][N:5]2[CH2:6][CH2:7][CH2:8][C@@H:3]([OH:2])[CH2:4]2)[CH:16]=[CH:15][N:14]=1 |f:0.1,3.4.5|. Reported procedure: (3R)-3-hydroxypiperidine hydrochloride (0.188 g) was added to a solution of 4-(bromomethyl)-2-fluoropyridine (0.26 g) [see Porter et al, WO 9622978] and potassium carbonate (0.189 g) in acetonitrile (15 ml). The reaction mixture was refluxed for 5 days, after which time the solvent was removed under reduced pressure and the residue partitioned between dichloromethane and water. The organic layer was separated and the aqueous was adjusted to pH 12 and the product extracted with dichloromethane. T... The reactants are Cl.Cl.N1C=C(C2=CC=CC=C12)C1CCC(CC1)NC(C(=O)N)C1CCNCC1 (2-[4-(1H-Indol-3-yl)-cyclohexylamino]-2-piperidin-4-yl-acetamide dihydrochloride), FC1=C(/C=C/C(=O)O)C=CC=C1 (trans-2-fluoro-cinnamic acid). The product is N1C=C(C2=CC=CC=C12)C1CCC(CC1)NC(C(=O)N)C1CCN(CC1)C(\C=C\C1=C(C=CC=C1)F)=O (2-[4-(1H-Indol-3-yl)-cyclohexylamino]-2-[1-(trans-2-fluorocinnamoyl)-piperidin-4-yl]-acetamide). As a reaction SMILES: Cl.Cl.[NH:3]1[C:11]2[C:6](=[CH:7][CH:8]=[CH:9][CH:10]=2)[C:5]([CH:12]2[CH2:17][CH2:16][CH:15]([NH:18][CH:19]([CH:23]3[CH2:28][CH2:27][NH:26][CH2:25][CH2:24]3)[C:20]([NH2:22])=[O:21])[CH2:14][CH2:13]2)=[CH:4]1.[F:29][C:30]1[CH:40]=[CH:39][CH:38]=[CH:37][C:31]=1/[CH:32]=[CH:33]/[C:34](O)=[O:35]>>[NH:3]1[C:11]2[C:6](=[CH:7][CH:8]=[CH:9][CH:10]=2)[C:5]([CH:12]2[CH2:17][CH2:16][CH:15]([NH:18][CH:19]([CH:23]3[CH2:24][CH2:25][N:26]([C:34](=[O:35])/[CH:33]=[CH:32]/[C:31]4[CH:37]=[CH:38][CH:39]=[CH:40][C:30]=4[F:29])[CH2:27][CH2:28]3)[C:20]([NH2:22])=[O:21])[CH2:14][CH2:13]2)=[CH:4]1 |f:0.1.2|. Procedure details: The title compound was prepared from the product of Example 1, step J, and trans-2-fluoro-cinnamic acid, by the method of Example 1, step K, giving a solid that was a mixture of cyclohexyl diastereomers by LCMS. Mass spectrum (LCMS, ESI pos.) calcd. for C30H35FN4O2: 502 (M+H). Found: 503 As a reaction SMILES: [Br:25][CH2:26][CH2:27][c:28]1[cH:29][nH:30][c:31]2[cH:32][cH:33][cH:34][cH:35][c:36]12.[C:20](=[O:21])([O-:22])[OH:23].[CH3:2][C:3]1([c:9]2[cH:10][c:11]([NH:15][S:16](=[O:17])(=[O:18])[CH3:19])[cH:12][cH:13][cH:14]2)[CH:4]2[CH2:5][NH:6][CH2:7][CH:8]12.[CH3:37][N:38]([CH3:39])[CH:40]=[O:41].[ClH:1].[Na+:24]>>[CH3:2][C:3]1([c:9]2[cH:10][c:11]([NH:15][S:16](=[O:17])(=[O:18])[CH3:19])[cH:12][cH:13][cH:14]2)[CH:4]2[CH2:5][N:6]([CH2:26][CH2:27][c:28]3[cH:29][nH:30][c:31]4[cH:32][cH:33][cH:34][cH:35][c:36]34)[CH2:7][CH:8]12. The product is CC1(c2cccc(NS(C)(=O)=O)c2)C2CN(CCc3c[nH]c4ccccc34)CC21. The reactants are BrCCc1c[nH]c2ccccc12, O=C([O-])O, CC1(c2cccc(NS(C)(=O)=O)c2)C2CNCC21, CN(C)C=O, Cl, [Na+].